This data is from the Open Reaction Database (ORD), a public repository of structured organic reaction records. The task is: describe an organic reaction: reactants, conditions, products, and yield The reactants are CC(=O)[O-], CC(=O)[O-], CCC(O)(C=Cc1ccc(C(CC)(CC)c2ccc(B3OC(C)(C)C(C)(C)O3)cc2)cc1C)CC, COC(=O)Cc1ccc(Br)cc1, Cc1ccccc1, COc1cccc(OC)c1-c1ccccc1P(C1CCCCC1)C1CCCCC1, [K+], [K+], [K+], O, O=P([O-])([O-])[O-], [Pd+2]. The product is CCC(O)(C=Cc1ccc(C(CC)(CC)c2ccc(-c3ccc(CC(=O)OC)cc3)cc2)cc1C)CC. Reaction SMILES: [C:93]([O-:94])(=[O:95])[CH3:96].[C:98]([O-:99])(=[O:100])[CH3:101].[CH2:50]([CH3:51])[C:52]([CH:53]=[CH:54][c:55]1[c:56]([CH3:81])[cH:57][c:58]([C:61]([CH2:62][CH3:63])([c:64]2[cH:65][cH:66][c:67]([B:70]3[O:71][C:72]([CH3:73])([CH3:74])[C:75]([CH3:76])([CH3:77])[O:78]3)[cH:68][cH:69]2)[CH2:79][CH3:80])[cH:59][cH:60]1)([CH2:82][CH3:83])[OH:84].[CH3:38][O:39][C:40]([CH2:41][c:42]1[cH:43][cH:44][c:45]([Br:48])[cH:46][cH:47]1)=[O:49].[CH3:86][c:87]1[cH:88][cH:89][cH:90][cH:91][cH:92]1.[CH:1]1([P:2]([CH:3]2[CH2:4][CH2:5][CH2:6][CH2:7][CH2:8]2)[c:9]2[cH:10][cH:11][cH:12][cH:13][c:14]2-[c:15]2[c:16]([O:17][CH3:18])[cH:19][cH:20][cH:21][c:22]2[O:23][CH3:24])[CH2:25][CH2:26][CH2:27][CH2:28][CH2:29]1.[K+:35].[K+:36].[K+:37].[OH2:85].[P:30]([O-:31])([O-:32])([O-:33])=[O:34].[Pd+2:97]>>[CH3:38][O:39][C:40]([CH2:41][c:42]1[cH:43][cH:44][c:45](-[c:67]2[cH:66][cH:65][c:64]([C:61]([c:58]3[cH:57][c:56]([CH3:81])[c:55]([CH:54]=[CH:53][C:52]([CH2:50][CH3:51])([CH2:82][CH3:83])[OH:84])[cH:60][cH:59]3)([CH2:62][CH3:63])[CH2:79][CH3:80])[cH:69][cH:68]2)[cH:46][cH:47]1)=[O:49]. The yield is 52.0%. Procedure: To a solution of cis- 11-chloro-2,3,3a,12b-tetrahydro-2-methyl-1H-dibenz[2,3:6,7]oxepino[4,5-c]pyrrol-1-one (V) (2 gram, 6.7 mmol) in ethanol (20 mL), was added potassium hydroxide (3.8 g, 67 mmol). The reaction mixture was heated to reflux for 5 hours. The reaction mixture was evaporated and water was added (50 mL). The water phase was washed with diethyl ether (2×25 mL). The aqueous phase was acidified with concentrated hydrochloric acid to a pH between 5 and 6, resulting in a gum precipitate.... The solvent is C(C)O (ethanol). Product: ClC=1C=CC2=C([C@H]([C@@H](C3=C(O2)C=CC=C3)CNC)C(=O)O)C1 (trans-8-chloro-10,11-dihydro-11-[(methyl-amino)methyl]-dibenz[b,f]oxepin-10-carboxylic acid). Starting materials: ClC1=CC2=C(OC3=C([C@@H]4[C@H]2C(N(C4)C)=O)C=CC=C3)C=C1 (cis-11-chloro-2,3,3a,12b-tetrahydro-2-methyl-1H-dibenz[2,3:6,7]oxepino[4,5-c]pyrrol-1-one), [OH-].[K+] (potassium hydroxide), C(C)(=O)OCC (Ethyl acetate). Reaction SMILES: [Cl:1][C:2]1[CH:21]=[CH:20][C:5]2[O:6][C:7]3[CH:19]=[CH:18][CH:17]=[CH:16][C:8]=3[C@H:9]3[CH2:13][N:12]([CH3:14])[C:11](=[O:15])[C@H:10]3[C:4]=2[CH:3]=1.[OH-].[K+].C(OCC)(=[O:26])C>C(O)C>[Cl:1][C:2]1[CH:21]=[CH:20][C:5]2[O:6][C:7]3[CH:19]=[CH:18][CH:17]=[CH:16][C:8]=3[C@@H:9]([CH2:13][NH:12][CH3:14])[C@H:10]([C:11]([OH:15])=[O:26])[C:4]=2[CH:3]=1 |f:1.2|. The reactants are CS(=O)(=O)N(CCCl)N(C(=O)Oc1ccccc1)S(C)(=O)=O, O=C(Cl)OCc1ccc([N+](=O)[O-])cc1. The product is CS(=O)(=O)N(CCCl)N(C(=O)OCc1ccc([N+](=O)[O-])cc1)S(C)(=O)=O. As a reaction SMILES: [CH3:15][S:16](=[O:17])(=[O:18])[N:19]([N:20]([C:21]([O:22][c:23]1[cH:24][cH:25][cH:26][cH:27][cH:28]1)=[O:29])[S:30](=[O:31])(=[O:32])[CH3:33])[CH2:34][CH2:35][Cl:36].[Cl:1][C:2](=[O:3])[O:4][CH2:5][c:6]1[cH:7][cH:8][c:9]([N+:12](=[O:13])[O-:14])[cH:10][cH:11]1>>[C:2](=[O:3])([O:4][CH2:5][c:6]1[cH:7][cH:8][c:9]([N+:12](=[O:13])[O-:14])[cH:10][cH:11]1)[N:20]([N:19]([S:16]([CH3:15])(=[O:17])=[O:18])[CH2:34][CH2:35][Cl:36])[S:30](=[O:31])(=[O:32])[CH3:33]. Starting materials: 53269x, C(C=1C(N)=CC=CC1)(=O)OC (methyl anthranilate), Cl.N(C(=N)N)C[C@@H]1CC[C@H](CC1)C(=O)O (Trans-4-guanidinomethylcyclohexanecarboxylic acid hydrochloride), C1(CCCCC1)N=C=NC1CCCCC1 (dicyclohexylcarbodiimide). Run in CN(C=O)C (dimethylformamide), N1=CC=CC=C1 (pyridine). Run at time 40 hour. Product: Cl.COC(=O)C1=C(C=CC=C1)NC(=O)[C@@H]1CC[C@H](CC1)CNC(=N)N (N-(o-methoxycarbonylphenyl)-trans-4-guanidinomethylcyclohexanecarboxamide hydrochloride). Yield: 77.5%. As a reaction SMILES: [ClH:1].[NH:2]([CH2:6][C@H:7]1[CH2:12][CH2:11][C@H:10]([C:13]([OH:15])=O)[CH2:9][CH2:8]1)[C:3]([NH2:5])=[NH:4].[C:16]([O:25][CH3:26])(=[O:24])[C:17]1[C:18](=[CH:20][CH:21]=[CH:22][CH:23]=1)[NH2:19].C1(N=C=NC2CCCCC2)CCCCC1>CN(C)C=O.N1C=CC=CC=1>[ClH:1].[CH3:26][O:25][C:16]([C:17]1[CH:23]=[CH:22][CH:21]=[CH:20][C:18]=1[NH:19][C:13]([C@H:10]1[CH2:9][CH2:8][C@H:7]([CH2:6][NH:2][C:3]([NH2:5])=[NH:4])[CH2:12][CH2:11]1)=[O:15])=[O:24] |f:0.1,6.7|. Reported procedure: Trans-4-guanidinomethylcyclohexanecarboxylic acid hydrochloride (111 g, 0.5 mole) (which is prepared by the method as disclosed in Japanese Patent First Publication No. 19694/1977, C.A., 87, 53269x) and methyl anthranilate (75.6 g, 0.5 mole) are dissolved in a mixture of dimethylformamide and pyridine (1:1, 1250 ml), and thereto is added dicyclohexylcarbodiimide (103 g, 0.5 mole), and the mixture is stirred at room temperature for 40 hours. After the undissolved materials are filtered off, the s...